Dataset: the Open Reaction Database (ORD), a public repository of structured organic reaction records. Task: describe an organic reaction: reactants, conditions, products, and yield Starting materials: O=C(/C=C/C1SCC(N1CCCCCCC(=O)O)=O)CCC1=CC=CC=C1 (7-[2-(3oxo-5-phenyl-1-trans-pentenyl)-4-oxo-3-thiazolidinyl]heptanoic acid), O=C(/C=C/C1SCC(N1CCCCCCC(=O)O)=O)CCCCC (7-[2-(3-oxo-1-trans-octenyl)4-oxo-3-thiazolidinyl]heptanoic acid). The product is OC(/C=C/C1SCC(N1CCCCCCC(=O)O)=O)CCCCC (7-[2-(3-Hydroxy-1-trans-octenyl)-4-oxo-3thiazolidinyl]heptanoic Acid). Reaction SMILES: [O:1]=[C:2]([CH2:20][CH2:21][C:22]1C=CC=[CH:24][CH:23]=1)/[CH:3]=[CH:4]/[CH:5]1[N:9]([CH2:10][CH2:11][CH2:12][CH2:13][CH2:14][CH2:15][C:16]([OH:18])=[O:17])[C:8](=[O:19])[CH2:7][S:6]1.O=C(CCCCC)/C=C/C1N(CCCCCCC(O)=O)C(=O)CS1>>[OH:1][CH:2]([CH2:20][CH2:21][CH2:22][CH2:23][CH3:24])/[CH:3]=[CH:4]/[CH:5]1[N:9]([CH2:10][CH2:11][CH2:12][CH2:13][CH2:14][CH2:15][C:16]([OH:18])=[O:17])[C:8](=[O:19])[CH2:7][S:6]1. Reported procedure: This compound is prepared essentially by the method as described in Example 13, Step D, except that the 7-[2-(3oxo-5-phenyl-1-trans-pentenyl)-4-oxo-3-thiazolidinyl]heptanoic acid is replaced with 7-[2-(3-oxo-1-trans-octenyl)4-oxo-3-thiazolidinyl]heptanoic acid. Chromatographic purification of the product resulting this method on silica gel affords the title compound as a pale yellow, viscous oil.